The task is: describe an organic reaction: reactants, conditions, products, and yield. This data is from the Open Reaction Database (ORD), a public repository of structured organic reaction records. Procedure: According to the procedure of Magnus et. al (Tetrahed. Lett., 34, 23-26 (1993)) a solution of commercially available 1,4-dimethoxy-2-butyne (1.32 g, 11.5 mmol) in nitrogen-degassed ethanol is heated to 80° C. with stirring under a nitrogen atmosphere. Tris(triphenylphosphine)rhodium chloride (64 mg, 0.07 mmol) and a solution of 2,2,2-trifluoro-N-[1-(2-propynyl)-3-butynyl]acetamide (470 mg, 2.32 mmol; prepared from literature procedure: Romero, Arthur G.; Leiby, Jeffrey A PCT Int. Appl. WO 962376... Run in C(C)O (ethanol). The reactants are COCC#CCOC (1,4-dimethoxy-2-butyne), FC(C(=O)NC(CC#C)CC#C)(F)F (2,2,2-trifluoro-N-[1-(2-propynyl)-3-butynyl]acetamide). The product is FC(C(=O)NC1CC2=CC(=C(C=C2C1)COC)COC)(F)F (2-(Trifluoroacetylamino)-5,6-bis(methoxymethyl)indane). Reagents/catalysts: C1=CC=C(C=C1)P(C2=CC=CC=C2)C3=CC=CC=C3.C1=CC=C(C=C1)P(C2=CC=CC=C2)C3=CC=CC=C3.C1=CC=C(C=C1)P(C2=CC=CC=C2)C3=CC=CC=C3.[Cl-].[Rh] (Tris(triphenylphosphine)rhodium chloride). Reaction conditions: temperature 80 celsius. As a reaction SMILES: [CH3:1][O:2][CH2:3][C:4]#[C:5][CH2:6][O:7][CH3:8].[F:9][C:10]([F:22])([F:21])[C:11]([NH:13][CH:14]([CH2:18][C:19]#[CH:20])[CH2:15][C:16]#[CH:17])=[O:12]>C1C=CC(P(C2C=CC=CC=2)C2C=CC=CC=2)=CC=1.C1C=CC(P(C2C=CC=CC=2)C2C=CC=CC=2)=CC=1.C1C=CC(P(C2C=CC=CC=2)C2C=CC=CC=2)=CC=1.[Cl-].[Rh].C(O)C>[F:9][C:10]([F:21])([F:22])[C:11]([NH:13][CH:14]1[CH2:15][C:16]2[C:19](=[CH:20][C:5]([CH2:6][O:7][CH3:8])=[C:4]([CH2:3][O:2][CH3:1])[CH:17]=2)[CH2:18]1)=[O:12] |f:2.3.4.5.6|. Yields the product CCCN1CCN(c2cc(C(C)=O)ccc2C2CC(C)(C)CC(C)(C)C2)CC1. Starting materials: CC(=O)O[BH-](OC(C)=O)OC(C)=O, CCOCC, CCC=O, CC(=O)c1ccc(C2CC(C)(C)CC(C)(C)C2)c(N2CCNCC2)c1, [Na+], [Na+], C1CCOC1, O=C([O-])O. RXN SMILES: [C:30]([O:31][BH-:32]([O:33][C:34](=[O:35])[CH3:36])[O:37][C:38](=[O:39])[CH3:40])(=[O:41])[CH3:42].[CH3:49][CH2:50][O:51][CH2:52][CH3:53].[CH:26]([CH2:27][CH3:28])=[O:29].[N:1]1([c:7]2[cH:8][c:9]([C:23]([CH3:24])=[O:25])[cH:10][cH:11][c:12]2[CH:13]2[CH2:14][C:15]([CH3:21])([CH3:22])[CH2:16][C:17]([CH3:19])([CH3:20])[CH2:18]2)[CH2:2][CH2:3][NH:4][CH2:5][CH2:6]1.[Na+:43].[Na+:44].[O:54]1[CH2:55][CH2:56][CH2:57][CH2:58]1.[OH:45][C:46](=[O:47])[O-:48]>>[N:1]1([c:7]2[cH:8][c:9]([C:23]([CH3:24])=[O:25])[cH:10][cH:11][c:12]2[CH:13]2[CH2:14][C:15]([CH3:21])([CH3:22])[CH2:16][C:17]([CH3:19])([CH3:20])[CH2:18]2)[CH2:2][CH2:3][N:4]([CH2:26][CH2:27][CH3:28])[CH2:5][CH2:6]1. The reactants are C(C)(C)(C)OC(=O)C1NC(C(C1C1=CC(=CC=C1)Cl)(C#N)C1=CC=C(C=C1)Cl)(CC)CC (rac-(2R,3R,4R)-3-(3-chloro-phenyl)-4-(4-chloro-phenyl)-4-cyano-5,5-diethyl-pyrrolidine-2-carboxylic acid tert-butyl ester), FC(C(=O)O)(F)F (trifluoroacetic acid). Solvent: ClCCl (dichloromethane). Yields the product FC(C(=O)O)(F)F.ClC=1C=C(C=CC1)C1C(NC(C1(C#N)C1=CC=C(C=C1)Cl)(CC)CC)C(=O)O (rac-(2R,3R,4R)-3-(3-chloro-phenyl)-4-(4-chloro-phenyl)-4-cyano-5,5-diethyl-pyrrolidine-2-carboxylic acid trifluoroacetic acid), foam. The yield is 96.0%. Reaction SMILES: C([O:5][C:6]([CH:8]1[CH:12]([C:13]2[CH:18]=[CH:17][CH:16]=[C:15]([Cl:19])[CH:14]=2)[C:11]([C:22]2[CH:27]=[CH:26][C:25]([Cl:28])=[CH:24][CH:23]=2)([C:20]#[N:21])[C:10]([CH2:31][CH3:32])([CH2:29][CH3:30])[NH:9]1)=[O:7])(C)(C)C.[F:33][C:34]([F:39])([F:38])[C:35]([OH:37])=[O:36]>ClCCl>[F:33][C:34]([F:39])([F:38])[C:35]([OH:37])=[O:36].[Cl:19][C:15]1[CH:14]=[C:13]([CH:12]2[C:11]([C:22]3[CH:27]=[CH:26][C:25]([Cl:28])=[CH:24][CH:23]=3)([C:20]#[N:21])[C:10]([CH2:29][CH3:30])([CH2:31][CH3:32])[NH:9][CH:8]2[C:6]([OH:7])=[O:5])[CH:18]=[CH:17][CH:16]=1 |f:3.4|. Reported procedure: In a manner similar to the method described in Example 25a, rac-(2R,3R,4R)-3-(3-chloro-phenyl)-4-(4-chloro-phenyl)-4-cyano-5,5-diethyl-pyrrolidine-2-carboxylic acid tert-butyl ester prepared in Example 48c (0.33 g, 0.7 mmol) was reacted with trifluoroacetic acid in dichloromethane at room temperature to give rac-(2R,3R,4R)-3-(3-chloro-phenyl)-4-(4-chloro-phenyl)-4-cyano-5,5-diethyl-pyrrolidine-2-carboxylic acid trifluoroacetic acid as a off white foam (0.35 g, 96%). Reactants: N1CCC(CC1)NC(OC(C)(C)C)=O (tert-butyl piperidin-4-ylcarbamate), C([O-])(O)=O.[Na+] (sodium bicarbonate), C(OCC1=CC(=CC(=C1)C#N)Cl)(=O)Cl (3-chloro-5-cyanobenzyl carbonochloridate). The solvent is C(Cl)Cl (DCM), C(Cl)Cl (DCM). Reaction conditions: time 2 hour. Product: C(C)(C)(C)OC(=O)NC1CCN(CC1)C(=O)OCC1=CC(=CC(=C1)C#N)Cl (3-chloro-5-cyanobenzyl 4-((tert-butoxycarbonyl)amino)piperidine-1-carboxylate). As a reaction SMILES: [NH:1]1[CH2:6][CH2:5][CH:4]([NH:7][C:8](=[O:14])[O:9][C:10]([CH3:13])([CH3:12])[CH3:11])[CH2:3][CH2:2]1.C(=O)(O)[O-].[Na+].[C:20](Cl)(=[O:32])[O:21][CH2:22][C:23]1[CH:28]=[C:27]([C:29]#[N:30])[CH:26]=[C:25]([Cl:31])[CH:24]=1>C(Cl)Cl>[C:10]([O:9][C:8]([NH:7][CH:4]1[CH2:3][CH2:2][N:1]([C:20]([O:21][CH2:22][C:23]2[CH:28]=[C:27]([C:29]#[N:30])[CH:26]=[C:25]([Cl:31])[CH:24]=2)=[O:32])[CH2:6][CH2:5]1)=[O:14])([CH3:11])([CH3:13])[CH3:12] |f:1.2|. Reported procedure: To a solution of tert-butyl piperidin-4-ylcarbamate (1.045 g, 5.22 mmol) in DCM (25 mL) at RT was added a saturated solution of sodium bicarbonate (5.6 ml). 3-Chloro-5-cyanobenzyl carbonochloridate (Example 36, step 4) (1.2 g, 5.22 mmol) was then added in DCM (2 ml) and the reaction mixture stirred at RT for 2 hours. The layers were separated and the organic portion was washed with a saturated solution of brine, dried over MgSO4, filtered and concentrated under reduced pressure to afford the tit... The reactants are CC(=O)O, COCOc1ccc2c3c1OC1C(OC(=O)Cc4cccs4)C=CC4C(C2)N(C)CCC341, O. Yields the product CC(=O)Oc1ccc2c3c1OC1C(OC(=O)Cc4cccs4)C=CC4C(C2)N(C)CCC341. RXN SMILES: [CH3:34][C:35](=[O:36])[OH:37].[O:1]1[c:2]2[c:3]([O:29][CH2:30][O:31][CH3:32])[cH:4][cH:5][c:6]3[c:15]2[C:14]24[CH:9]([CH:8]([CH2:7]3)[N:18]([CH3:19])[CH2:17][CH2:16]2)[CH:10]=[CH:11][CH:12]([O:20][C:21]([CH2:22][c:23]2[s:24][cH:25][cH:26][cH:27]2)=[O:28])[CH:13]14.[OH2:33]>>[O:1]1[c:2]2[c:3]([O:29][C:30](=[O:31])[CH3:34])[cH:4][cH:5][c:6]3[c:15]2[C:14]24[CH:9]([CH:8]([CH2:7]3)[N:18]([CH3:19])[CH2:17][CH2:16]2)[CH:10]=[CH:11][CH:12]([O:20][C:21]([CH2:22][c:23]2[s:24][cH:25][cH:26][cH:27]2)=[O:28])[CH:13]14. Starting materials: CC1=CC=C(C=C1)C1=C(C=CC=C1)C#N (4'-methyl-2-cyanobiphenyl), BrN1C(CCC1=O)=O (N-bromosuccinimide). Reagents/catalysts: C(C1=CC=CC=C1)(=O)OOC(C1=CC=CC=C1)=O (benzoylperoxide). Solvent: C(Cl)(Cl)(Cl)Cl (carbon tetrachloride). Yields the product BrCC1=CC=C(C=C1)C1=C(C=CC=C1)C#N (4'-bromomethyl-2-cyanobiphenyl). Yield: 59.7%. Reaction SMILES: [CH3:1][C:2]1[CH:7]=[CH:6][C:5]([C:8]2[CH:13]=[CH:12][CH:11]=[CH:10][C:9]=2[C:14]#[N:15])=[CH:4][CH:3]=1.[Br:16]N1C(=O)CCC1=O>C(OOC(=O)C1C=CC=CC=1)(=O)C1C=CC=CC=1.C(Cl)(Cl)(Cl)Cl>[Br:16][CH2:1][C:2]1[CH:3]=[CH:4][C:5]([C:8]2[CH:13]=[CH:12][CH:11]=[CH:10][C:9]=2[C:14]#[N:15])=[CH:6][CH:7]=1. Procedure details: A solution of 5.59 g of 4'-methyl-2-cyanobiphenyl, 29 mmol of N-bromosuccinimide, 0.9 mmol of benzoylperoxide and 500 mL of carbon tetrachloride was refluxed for 3 hours. After cooling to room temperature, the resulting suspension was filtered and then concentrated in vacuo to provide the crude 4'-bromomethyl-2-cyanobiphenyl. The product was recrystallized from ether to yield 4.7 g of product; m.p. 114.5°-120.0°. NMR (200 MHz, CDCl3)δ7.8214 7.37 (m, 8H); 4.50 (s, 2H). Reactants: ClC1=NC(=C2N=C(N(C2=N1)C1OCCCC1)CN1CCC(CC1)C(C)(C)O)N1CCOCC1 (2-(1-((2-chloro-6-morpholino-9-(tetrahydro-2H-pyran-2-yl)-9H-purin-8-yl)methyl)piperidin-4-yl)propan-2-ol), Cl (HCl), C(C)(=O)OCCBr (2-bromoethanol acetate), [H-].[Na+] (sodium hydride). Run in CO (methanol), O (water), CN(C)C=O (DMF). Run at temperature 50 celsius, time 18 hour. Yields the product C(C)(=O)OCCN1C2=NC(=NC(=C2N=C1CN1CCC(CC1)C(C)(C)O)N1CCOCC1)Cl (2-(2-chloro-8-((4-(2-hydroxypropan-2-yl)piperidin-1-yl)methyl)-6-morpholino-9H-purin-9-yl)ethyl acetate). Isolated yield 33.4%. As a reaction SMILES: [Cl:1][C:2]1[N:10]=[C:9]2[C:5]([N:6]=[C:7]([CH2:17][N:18]3[CH2:23][CH2:22][CH:21]([C:24]([OH:27])([CH3:26])[CH3:25])[CH2:20][CH2:19]3)[N:8]2C2CCCCO2)=[C:4]([N:28]2[CH2:33][CH2:32][O:31][CH2:30][CH2:29]2)[N:3]=1.Cl.[H-].[Na+].[C:37]([O:40][CH2:41][CH2:42]Br)(=[O:39])[CH3:38]>CO.CN(C=O)C.O>[C:37]([O:40][CH2:41][CH2:42][N:8]1[C:7]([CH2:17][N:18]2[CH2:23][CH2:22][CH:21]([C:24]([OH:27])([CH3:26])[CH3:25])[CH2:20][CH2:19]2)=[N:6][C:5]2[C:9]1=[N:10][C:2]([Cl:1])=[N:3][C:4]=2[N:28]1[CH2:29][CH2:30][O:31][CH2:32][CH2:33]1)(=[O:39])[CH3:38] |f:2.3|. Reported procedure: To a solution of 2-(1-((2-chloro-6-morpholino-9-(tetrahydro-2H-pyran-2-yl)-9H-purin-8-yl)methyl)piperidin-4-yl)propan-2-ol (328 mg, 0.685 mmol) in methanol (10 mL) was added concentrated HCl (0.15 mL). The resulting mixture was stirred at 50° C. for 18 hours. The reaction mixture was then concentrated to give a yellow paste which was then taken up in DMF (10 mL) and cooled to 0° C. To this cooled solution was then added sodium hydride (60% dispersion, 88 mg, 2.2 mmol). The mixture was stirred at... Starting materials: COC(=O)C1=CC=C(C=C1)[C@@H]1OC[C@H](CO1)CCCCCCC (trans-2-(p-methoxycarbonylphenyl)-5-heptyl-1,3-dioxane), [OH-].[K+] (potassium hydroxide). Solvent: CO (methanol). Conditions: temperature -10 celsius. Yields the product OC(=O)C1=CC=C(C=C1)[C@@H]1OC[C@H](CO1)CCCCCCC (trans-2-(p-hydroxycarbonylphenyl)-5-heptyl-1,3dioxane). Yield: 85.7%. As a reaction SMILES: C[O:2][C:3]([C:5]1[CH:10]=[CH:9][C:8]([C@H:11]2[O:16][CH2:15][C@H:14]([CH2:17][CH2:18][CH2:19][CH2:20][CH2:21][CH2:22][CH3:23])[CH2:13][O:12]2)=[CH:7][CH:6]=1)=[O:4].[OH-].[K+]>CO>[OH:4][C:3]([C:5]1[CH:6]=[CH:7][C:8]([C@H:11]2[O:12][CH2:13][C@H:14]([CH2:17][CH2:18][CH2:19][CH2:20][CH2:21][CH2:22][CH3:23])[CH2:15][O:16]2)=[CH:9][CH:10]=1)=[O:2] |f:1.2|. Reported procedure: In methanol was dissolved 5 g (0.016 mole) of trans-2-(p-methoxycarbonylphenyl)-5-heptyl-1,3-dioxane, to which 1.2 equivalents of potassium hydroxide was added, and the mixture was refluxed for 8 hours with heating. After distilling methanol under reduced pressure, 300 ml of ethyl acetate was added to the residue, and the mixture was neutralized with 10% aqueous solution of hydrochloric acid while cooling at a temperature of -10° C. Then, the organic layer was concentrated and was recrystallized... Starting materials: CN(C)Cc1ccc(CSCCNC(S)=NC#N)o1, CN(C)Cc1ccc(CSCCN)o1. Product: CN(C)Cc1ccc(CSCCNC(=NC#N)NCCSCc2ccc(CN(C)C)o2)o1. RXN SMILES: [C:15](#[N:16])[N:17]=[C:18]([NH:19][CH2:20][CH2:21][S:22][CH2:23][c:24]1[o:25][c:26]([CH2:29][N:30]([CH3:31])[CH3:32])[cH:27][cH:28]1)[SH:33].[NH2:1][CH2:2][CH2:3][S:4][CH2:5][c:6]1[cH:7][cH:8][c:9]([CH2:11][N:12]([CH3:13])[CH3:14])[o:10]1>>[NH:1]([CH2:2][CH2:3][S:4][CH2:5][c:6]1[cH:7][cH:8][c:9]([CH2:11][N:12]([CH3:13])[CH3:14])[o:10]1)[C:18](=[N:17][C:15]#[N:16])[NH:19][CH2:20][CH2:21][S:22][CH2:23][c:24]1[o:25][c:26]([CH2:29][N:30]([CH3:31])[CH3:32])[cH:27][cH:28]1. The reactants are O=S(=O)(Cl)c1ccc(Cl)c(Cl)c1, CCCCn1c(=O)n(Cc2ccccc2F)c(=O)c2[nH]c(Cc3ccc(N)cc3)nc21. The product is CCCCn1c(=O)n(Cc2ccccc2F)c(=O)c2[nH]c(Cc3ccc(NS(=O)(=O)c4ccc(Cl)c(Cl)c4)cc3)nc21. RXN SMILES: [Cl:32][c:33]1[cH:34][c:35]([S:40](=[O:41])(=[O:42])[Cl:43])[cH:36][cH:37][c:38]1[Cl:39].[NH2:1][c:2]1[cH:3][cH:4][c:5]([CH2:6][c:7]2[n:8][c:9]3[n:10]([CH2:26][CH2:27][CH2:28][CH3:29])[c:11](=[O:25])[n:12]([CH2:17][c:18]4[c:19]([F:24])[cH:20][cH:21][cH:22][cH:23]4)[c:13](=[O:16])[c:14]3[nH:15]2)[cH:30][cH:31]1>>[NH:1]([c:2]1[cH:3][cH:4][c:5]([CH2:6][c:7]2[n:8][c:9]3[n:10]([CH2:26][CH2:27][CH2:28][CH3:29])[c:11](=[O:25])[n:12]([CH2:17][c:18]4[c:19]([F:24])[cH:20][cH:21][cH:22][cH:23]4)[c:13](=[O:16])[c:14]3[nH:15]2)[cH:30][cH:31]1)[S:40]([c:35]1[cH:34][c:33]([Cl:32])[c:38]([Cl:39])[cH:37][cH:36]1)(=[O:41])=[O:42].